The task is: describe an organic reaction: reactants, conditions, products, and yield. This data is from the Open Reaction Database (ORD), a public repository of structured organic reaction records. Starting materials: C1CCOC1, COCCO, CO, Oc1cnc2c(Cl)ccnc2c1, ClCCl, CCOC(=O)N=NC(=O)OCC. Yields the product COCCOc1cnc2c(Cl)ccnc2c1. As a reaction SMILES: [CH2:18]1[O:19][CH2:20][CH2:21][CH2:22]1.[CH3:13][O:14][CH2:15][CH2:16][OH:17].[CH3:35][OH:36].[Cl:1][c:2]1[cH:3][cH:4][n:5][c:6]2[cH:7][c:8]([OH:12])[cH:9][n:10][c:11]12.[Cl:37][CH2:38][Cl:39].[O:23]=[C:24]([O:25][CH2:26][CH3:27])[N:28]=[N:29][C:30]([O:31][CH2:32][CH3:33])=[O:34]>>[Cl:1][c:2]1[cH:3][cH:4][n:5][c:6]2[cH:7][c:8]([O:12][CH2:16][CH2:15][O:14][CH3:13])[cH:9][n:10][c:11]12. Starting materials: N1C=NC=C1 (imidazole), C(C1=CC=CC=C1)Cl (benzyl chloride), [OH-].[K+] (KOH). The solvent is C1CCOC1 (THF). Product: C(C1=CC=CC=C1)N1C=NC=C1 (1-benzylimidazole). The yield is 65.2%. Reaction SMILES: [NH:1]1[CH:5]=[CH:4][N:3]=[CH:2]1.[CH2:6](Cl)[C:7]1[CH:12]=[CH:11][CH:10]=[CH:9][CH:8]=1.[OH-].[K+]>C1COCC1>[CH2:6]([N:1]1[CH:5]=[CH:4][N:3]=[CH:2]1)[C:7]1[CH:12]=[CH:11][CH:10]=[CH:9][CH:8]=1 |f:2.3|. Procedure details: According to the selected experimental protocol, 44 g of imidazole (0.65 mol.), 100 g of benzyl chloride (0.78 mol.), and 60 g of KOH (1.07 mol.) in 700 ml of THF are placed in a 1-liter balloon flask. The reaction mixture is brought to reflux for 120 h, then cooled at ambient temperature. The organic phase is filtered and the solvent is evaporated under reduced pressure. The obtained solid product is dissolved in 500 ml of CH2Cl2, then washed with water (3×100 ml). The organic phase is dried on...